Dataset: the Open Reaction Database (ORD), a public repository of structured organic reaction records. Task: describe an organic reaction: reactants, conditions, products, and yield Reactants: Cc1c(N(Cc2ccccc2)Cc2ccc(Oc3cccc(O)c3)cc2)cccc1[N+](=O)[O-], CCOC(C)=O, CC(C)(C)OC(=O)N=NC(=O)OC(C)(C)C, C1CCOC1, O=C1CCC(CO)N1, c1ccc(P(c2ccccc2)c2ccccc2)cc1. Yields the product Cc1c(N(Cc2ccccc2)Cc2ccc(Oc3cccc(OCC4CCC(=O)N4)c3)cc2)cccc1[N+](=O)[O-]. RXN SMILES: [CH2:1]([c:2]1[cH:3][cH:4][cH:5][cH:6][cH:7]1)[N:8]([c:9]1[c:10]([CH3:18])[c:11]([N+:15](=[O:16])[O-:17])[cH:12][cH:13][cH:14]1)[CH2:19][c:20]1[cH:21][cH:22][c:23]([O:24][c:25]2[cH:26][c:27]([OH:31])[cH:28][cH:29][cH:30]2)[cH:32][cH:33]1.[CH3:82][CH2:83][O:84][C:85](=[O:86])[CH3:87].[N:42]([C:43]([O:44][C:45]([CH3:46])([CH3:47])[CH3:48])=[O:49])=[N:50][C:51]([O:52][C:53]([CH3:54])([CH3:55])[CH3:56])=[O:57].[O:77]1[CH2:78][CH2:79][CH2:80][CH2:81]1.[OH:34][CH2:35][CH:36]1[CH2:37][CH2:38][C:39](=[O:41])[NH:40]1.[c:58]1([P:59]([c:60]2[cH:61][cH:62][cH:63][cH:64][cH:65]2)[c:66]2[cH:67][cH:68][cH:69][cH:70][cH:71]2)[cH:72][cH:73][cH:74][cH:75][cH:76]1>>[CH2:1]([c:2]1[cH:3][cH:4][cH:5][cH:6][cH:7]1)[N:8]([c:9]1[c:10]([CH3:18])[c:11]([N+:15](=[O:16])[O-:17])[cH:12][cH:13][cH:14]1)[CH2:19][c:20]1[cH:21][cH:22][c:23]([O:24][c:25]2[cH:26][c:27]([O:31][CH2:35][CH:36]3[CH2:37][CH2:38][C:39](=[O:41])[NH:40]3)[cH:28][cH:29][cH:30]2)[cH:32][cH:33]1. Reactants: COCOC1=CC=C2C(C(COC2=C1)(C)C1=CC=C(C=C1)OCOC)=O (7-methoxymethyloxy-3-(4-methoxymethyloxyphenyl)-3-methylchroman-4-one), [Si](C)(C)(C(C)(C)C)OCCCC1=CC=C(OCC#C)C=C1 (3-[4-(3-t-butyldimethylsilyloxypropyl)phenoxy]-1-propyn), [Si](C)(C)(C(C)(C)C)OCCCCCCCC#CC1C(CSC2=CC(=CC=C12)OC)(C)C1=CC=C(C=C1)OC (4-[9-(t-butyldimethylsilyloxy)1-nonynyl]-7-methoxy-3-(4-methoxyphenyl)-3-methylthiochroman). Procedure details: The title compound was prepared from 7-methoxymethyloxy-3-(4-methoxymethyloxyphenyl)-3-methylchroman-4-one and 3-[4-(3-t-butyldimethylsilyloxypropyl)phenoxy]-1-propyn according to the same method for the synthesis of 4-[9-(t-butyldimethylsilyloxy)1-nonynyl]-7-methoxy-3-(4-methoxyphenyl)-3-methylthiochroman. Reaction SMILES: [CH3:1][O:2][CH2:3][O:4][C:5]1[CH:14]=[C:13]2[C:8]([C:9](=[O:26])[C:10]([C:16]3[CH:21]=[CH:20][C:19]([O:22][CH2:23][O:24][CH3:25])=[CH:18][CH:17]=3)([CH3:15])[CH2:11][O:12]2)=[CH:7][CH:6]=1.[Si:27]([O:34][CH2:35][CH2:36][CH2:37][C:38]1[CH:47]=[CH:46][C:41]([O:42][CH2:43][C:44]#[CH:45])=[CH:40][CH:39]=1)([C:30]([CH3:33])([CH3:32])[CH3:31])([CH3:29])[CH3:28].[Si](OCCCCCCCC#CC1C2C(=CC(OC)=CC=2)SCC1(C1C=CC(OC)=CC=1)C)(C(C)(C)C)(C)C>>[Si:27]([O:34][CH2:35][CH2:36][CH2:37][C:38]1[CH:39]=[CH:40][C:41]([O:42][CH2:43][C:44]#[C:45][C:9]2([OH:26])[C:8]3[C:13](=[CH:14][C:5]([O:4][CH2:3][O:2][CH3:1])=[CH:6][CH:7]=3)[O:12][CH2:11][C:10]2([C:16]2[CH:17]=[CH:18][C:19]([O:22][CH2:23][O:24][CH3:25])=[CH:20][CH:21]=2)[CH3:15])=[CH:46][CH:47]=1)([C:30]([CH3:33])([CH3:32])[CH3:31])([CH3:29])[CH3:28]. Yields the product [Si](C)(C)(C(C)(C)C)OCCCC1=CC=C(OCC#CC2(C(COC3=CC(=CC=C23)OCOC)(C)C2=CC=C(C=C2)OCOC)O)C=C1 (4-{3-[4-(3-t-butyldimethylsilyloxypropyl)phenoxy]-1-propynyl}-7-methoxymethyloxy-3-(4-methoxymethyloxyphenyl)-3-methylchroman-4-ol).